Task: describe an organic reaction: reactants, conditions, products, and yield. Dataset: the Open Reaction Database (ORD), a public repository of structured organic reaction records Product: C([C@@H](O)[C@H](O)C(=O)O)(=O)O (D-(-)-tartaric acid). Procedure: In the same way as shown in Example 1, utilizing Pseudomonas putida ATCC 17642, 40 g of DL-tartaric acid was put in the culture medium and the cultivation was carried out without adding hydrochloric acid. All L-(+)-tartaric acid was consumed in 8.5 hours and 19.8 g of D-(-)-tartaric acid was obtained. The value of OD550 was 5.1. The reactants are C(C(O)C(O)C(=O)O)(=O)O (DL-tartaric acid), Cl (hydrochloric acid). The yield is 49.5%. As a reaction SMILES: [C:1]([OH:10])(=[O:9])[CH:2]([CH:4]([C:6]([OH:8])=[O:7])[OH:5])[OH:3].Cl>>[C:1]([OH:10])(=[O:9])[C@H:2]([C@@H:4]([C:6]([OH:8])=[O:7])[OH:5])[OH:3]. Solvent: C=1(C(=CC=CC1)C)C (xylene). Product: [Br-].CN1C(=NC2=C1C=CC=C2)C2=CC(=C(C=C2)C)[P+](C2=CC=CC=C2)(C2=CC=CC=C2)C2=CC=CC=C2 (4-(1-Methylbenzimidazol-2-yl)tolyltriphenylphosphonium bromide). Procedure: A stirred solution of 90.4 g (0.3 mole) of 1-methyl-2-(4-bromomethylphenyl)benzimidazole and 78.7 g (0.3 mole) of triphenylphosphine in xylene is heated at reflux for 19 hours. Compound B is then isolated by filtration, washed with additional portions of xylene, and dried. Starting materials: CN1C(=NC2=C1C=CC=C2)C2=CC=C(C=C2)CBr (1-methyl-2-(4-bromomethylphenyl)benzimidazole), C1(=CC=CC=C1)P(C1=CC=CC=C1)C1=CC=CC=C1 (triphenylphosphine). Reaction SMILES: [CH3:1][N:2]1[C:6]2[CH:7]=[CH:8][CH:9]=[CH:10][C:5]=2[N:4]=[C:3]1[C:11]1[CH:16]=[CH:15][C:14]([CH2:17][Br:18])=[CH:13][CH:12]=1.[C:19]1([P:25]([C:32]2[CH:37]=[CH:36][CH:35]=[CH:34][CH:33]=2)[C:26]2[CH:31]=[CH:30][CH:29]=[CH:28][CH:27]=2)[CH:24]=[CH:23][CH:22]=[CH:21][CH:20]=1>C1(C)C(C)=CC=CC=1>[Br-:18].[CH3:1][N:2]1[C:6]2[CH:7]=[CH:8][CH:9]=[CH:10][C:5]=2[N:4]=[C:3]1[C:11]1[CH:16]=[CH:15][C:14]([CH3:17])=[C:13]([P+:25]([C:26]2[CH:27]=[CH:28][CH:29]=[CH:30][CH:31]=2)([C:32]2[CH:37]=[CH:36][CH:35]=[CH:34][CH:33]=2)[C:19]2[CH:20]=[CH:21][CH:22]=[CH:23][CH:24]=2)[CH:12]=1 |f:3.4|. Reactants: ClC1=CC(C2CCC1C2)=O (4-chlorobicyclo[3.2.1]oct-3-en-2-one), COCCOCC1=C(C(=O)O)C=CC(=N1)C(F)(F)F (2-methoxyethoxymethyl-6-trifluoromethylnicotinic acid), C(C)(C)N(CC)C(C)C (diisopropylethylamine), C1(=CC=CC=C1)C (toluene). Reagents/catalysts: [Cl-].[Cl-].[Zn+2] (ZnCl2). The solvent is ClCCl (dichloromethane). Yields the product COCCOCC1=NC(=CC=C1C(=O)OC1=CC(C2CCC1C2)=O)C(F)(F)F (4-(2-methoxyethoxymethyl-6-trifluoromethyl-pyridin-3-ylcarbonyloxy)-bicyclo[3.2.1]oct-3-en-2-one). As a reaction SMILES: Cl[C:2]1[CH:8]2[CH2:9][CH:5]([CH2:6][CH2:7]2)[C:4](=[O:10])[CH:3]=1.[CH3:11][O:12][CH2:13][CH2:14][O:15][CH2:16][C:17]1[N:25]=[C:24]([C:26]([F:29])([F:28])[F:27])[CH:23]=[CH:22][C:18]=1[C:19]([OH:21])=[O:20].C(N(C(C)C)CC)(C)C.C1(C)C=CC=CC=1>[Cl-].[Cl-].[Zn+2].ClCCl>[CH3:11][O:12][CH2:13][CH2:14][O:15][CH2:16][C:17]1[C:18]([C:19]([O:21][C:2]2[CH:8]3[CH2:9][CH:5]([CH2:6][CH2:7]3)[C:4](=[O:10])[CH:3]=2)=[O:20])=[CH:22][CH:23]=[C:24]([C:26]([F:29])([F:27])[F:28])[N:25]=1 |f:4.5.6|. Procedure details: A mixture of 200 mg (1.15 mmol) of 4-chlorobicyclo[3.2.1]oct-3-en-2-one, 16 mg (0.12 mmol) of ZnCl2, 324 mg (1.15 mmol) of 2-methoxyethoxymethyl-6-trifluoromethylnicotinic acid, 166 mg (1.27 mmol) of diisopropylethylamine and 5 ml of toluene is stirred at room temperature under a nitrogen atmosphere until a clear brown solution having a white sediment is formed. With stirring, the reaction mixture is then maintained under moderate reflux for 26 hours in an oil bath. The reaction mixture is then ... Product: Brc1cn2cncc2s1. Reactants: O=C(O)c1ncn2cc(Br)sc12, CC(=O)O, [Na+], [Na+], O=C([O-])[O-], O, O=S(=O)(O)O. Reaction SMILES: [Br:1][c:2]1[cH:3][n:4]2[c:5]([s:6]1)[c:7]([C:10]([OH:11])=[O:12])[n:8][cH:9]2.[CH3:25][C:26](=[O:27])[OH:28].[Na+:19].[Na+:20].[O-:21][C:22](=[O:23])[O-:24].[OH2:13].[S:14](=[O:15])(=[O:16])([OH:17])[OH:18]>>[Br:1][c:2]1[cH:3][n:4]2[c:5]([s:6]1)[cH:7][n:8][cH:9]2.